From a dataset of the Open Reaction Database (ORD), a public repository of structured organic reaction records. describe an organic reaction: reactants, conditions, products, and yield The reactants are amine, CCN(C(C)C)C(C)C (DIPEA), CN(C)C(=[N+](C)C)ON1C2=C(C=CC=C2)N=N1.[B-](F)(F)(F)F (TBTU), Cl.O=C1C2(C=3C(=NC=CC3)N1)CC1=CC=C(C=C1C2)NC2=CC(=NC=N2)C(=O)O (6-(2′-oxo-1,1′,2′,3-tetrahydrospiro[indene-2,3′-pyrrolo[2,3-b]pyridin]-5-ylamino)pyrimidine-4-carboxylic acid hydrochloride), CN(C)C=O (DMF). Conditions: time 8 hour. The product is C1(CC1)C(N(C(=O)C1=NC=NC(=C1)NC=1C=C2CC3(C(NC4=NC=CC=C43)=O)CC2=CC1)C)C1CC1 (N-(dicyclopropylmethyl)-N-methyl-6-(2′-oxo-1,1′,2′,3-tetrahydrospiro[indene-2,3′-pyrrolo-[2,3-b]pyridin]-5-ylamino)pyrimidine-4-carboxamide). Reaction SMILES: CCN([CH:7]([CH3:9])[CH3:8])C(C)C.CN(C(ON1N=NC2C=C[CH:23]=[CH:24][C:19]1=2)=[N+](C)C)C.[B-](F)(F)(F)F.Cl.[O:33]=[C:34]1[NH:42][C:37]2=[N:38][CH:39]=[CH:40][CH:41]=[C:36]2[C:35]21[CH2:50][C:49]1[C:44](=[CH:45][CH:46]=[C:47]([NH:51][C:52]3[N:57]=[CH:56][N:55]=[C:54]([C:58]([OH:60])=O)[CH:53]=3)[CH:48]=1)[CH2:43]2.[CH3:61][N:62]([CH:64]=O)C>>[CH:23]1([CH:64]([CH:8]2[CH2:7][CH2:9]2)[N:62]([CH3:61])[C:58]([C:54]2[CH:53]=[C:52]([NH:51][C:47]3[CH:48]=[C:49]4[C:44](=[CH:45][CH:46]=3)[CH2:43][C:35]3([C:36]5[C:37](=[N:38][CH:39]=[CH:40][CH:41]=5)[NH:42][C:34]3=[O:33])[CH2:50]4)[N:57]=[CH:56][N:55]=2)=[O:60])[CH2:24][CH2:19]1 |f:1.2,3.4|. Reported procedure: 1.2 equivalents (12 μmol) of the amine derivative, 3.4 equivalents DIPEA (34 μmol) and 1.20 equivalents (12 μmol) TBTU were added to 4.1 mg (10 μmol) 6-(2′-oxo-1,1′,2′,3-tetrahydrospiro[indene-2,3′-pyrrolo[2,3-b]pyridin]-5-ylamino)pyrimidine-4-carboxylic acid hydrochloride in 0.32 mL DMF and the mixture was shaken overnight at RT. The reaction mixture was evaporated down at 60° C. in a vacuum centrifuge. The following compounds were able to be synthesised analogously to this working method: The reactants are P(=O)(Cl)(Cl)Cl (phosphorus oxychloride), ice water, C(C1=CC=CC=C1)OC(=O)N1C(NC[C@H]1C(=O)O)=O ((4S)-3-benzyloxycarbonyl-2-oxo-imidazolidine-4-carboxylic acid), ( 1 ), C(C)(C)(C)O (tert.-butanol). Run in N1=CC=CC=C1 (pyridine). Reaction conditions: time 30 minute. Product: C(C1=CC=CC=C1)OC(=O)N1C(NC[C@H]1C(=O)OC(C)(C)C)=O (tert.-butyl (4S)-3-benzyloxycarbonyl-2-oxo-imidazolidine-4-carboxylate). The yield is 89.0%. As a reaction SMILES: [CH2:1]([O:8][C:9]([N:11]1[C@H:15]([C:16]([OH:18])=[O:17])[CH2:14][NH:13][C:12]1=[O:19])=[O:10])[C:2]1[CH:7]=[CH:6][CH:5]=[CH:4][CH:3]=1.[C:20](O)([CH3:23])([CH3:22])[CH3:21].P(Cl)(Cl)(Cl)=O>N1C=CC=CC=1>[CH2:1]([O:8][C:9]([N:11]1[C@H:15]([C:16]([O:18][C:20]([CH3:23])([CH3:22])[CH3:21])=[O:17])[CH2:14][NH:13][C:12]1=[O:19])=[O:10])[C:2]1[CH:7]=[CH:6][CH:5]=[CH:4][CH:3]=1. Reported procedure: 5.1 g of (4S)-3-benzyloxycarbonyl-2-oxo-imidazolidine-4-carboxylic acid (Liebich's Annalen der Chemie 529 (1937), page (1) are dissolved in 20 ml of pyridine, and 50 ml of tert.-butanol are added thereto. The solution is cooled to a temperature below -5° C., and 3.5 g of phosphorus oxychloride are added dropwise thereto. The mixture is stirred at the same temperature for about 30 minutes and then at room temperature for 3 hours. The reaction mixture is poured into 200 ml of ice-water, and extrac... Starting materials: NCCSCC1=NC=CN=C1 (2-[(2-aminoethyl)-thiomethyl]pyrazine), CN=C=O (methyl isocyanate). Product: CNC(=O)NCCSCC1=NC=CN=C1 (N-Methyl-N'-[2-((2-pyrazinyl)methylthio)ethyl]urea). RXN SMILES: [NH2:1][CH2:2][CH2:3][S:4][CH2:5][C:6]1[CH:11]=[N:10][CH:9]=[CH:8][N:7]=1.[CH3:12][N:13]=[C:14]=[O:15]>>[CH3:12][NH:13][C:14]([NH:1][CH2:2][CH2:3][S:4][CH2:5][C:6]1[CH:11]=[N:10][CH:9]=[CH:8][N:7]=1)=[O:15]. Procedure details: By the procedure of Example 24, 2-[(2-aminoethyl)-thiomethyl]pyrazine is reacted with methyl isocyanate to give the title compound. The reactants are C[C@H]1NC(CC2=CC=CC=C12)=O ((R)-1-Methyl-1,2,3,4-Tetrahydroisoquinoline-3-One), Cl (HCl). Solvent: O1CCCC1 (tetrahydrofuran). Product: C[C@H]1NCCC2=CC=CC=C12 ((R)-1-Methyl-1,2,3,4-Tetrahydroisoquinoline). Yield: 96.4%. RXN SMILES: [CH3:1][C@@H:2]1[C:11]2[C:6](=[CH:7][CH:8]=[CH:9][CH:10]=2)[CH2:5][C:4](=O)[NH:3]1.Cl>O1CCCC1>[CH3:1][C@@H:2]1[C:11]2[C:6](=[CH:7][CH:8]=[CH:9][CH:10]=2)[CH2:5][CH2:4][NH:3]1. Procedure details: 10.0 g of the compound(62 mM) prepared by Step 2 above and 20 ml of tetrahydrofuran were mixed, and 9 ml of 10.2M borane-methylsulfide complex was dropwise added thereto. The mixture was reacted under reflux for an hour and cooled to room temperature. By adding 10 ml of 6N HCl to the reaction solution, the remaining borane-methylsulfide complex was destroyed and the resultant was neutralized with 10% NaOH. The reaction solution was extracted from ethyl acetate, dehydrated and concentrated to giv... The reactants are Cl (hydrogen chloride), C(C)(C)(C)OC(=O)N1[C@@H](CN(CC1)CC#CCN1C(COCC1)(C)C)CC1=CC(=C(C=C1)C)C ((2R)-1-tert-butoxycarbonyl-2-(3,4-dimethylbenzyl)-4-[4-(3,3-dimethylmorpholino)-2-butynyl]piperazine). Run in C(C)(=O)OCC (ethyl acetate), C(C)O (ethanol). Reaction conditions: time 12 hour. Yields the product Cl.Cl.Cl.CC=1C=C(C[C@@H]2CN(CCN2)CC#CCN2C(COCC2)(C)C)C=CC1C ((3R)-3-(3,4-dimethylbenzyl)-1-[4-(3,3-dimethylmorpholino)-2-butynyl]piperazine trihydrochloride). As a reaction SMILES: [ClH:1].C(OC([N:9]1[CH2:14][CH2:13][N:12]([CH2:15][C:16]#[C:17][CH2:18][N:19]2[CH2:24][CH2:23][O:22][CH2:21][C:20]2([CH3:26])[CH3:25])[CH2:11][C@H:10]1[CH2:27][C:28]1[CH:33]=[CH:32][C:31]([CH3:34])=[C:30]([CH3:35])[CH:29]=1)=O)(C)(C)C>C(OCC)(=O)C.C(O)C>[ClH:1].[ClH:1].[ClH:1].[CH3:35][C:30]1[CH:29]=[C:28]([CH:33]=[CH:32][C:31]=1[CH3:34])[CH2:27][C@H:10]1[NH:9][CH2:14][CH2:13][N:12]([CH2:15][C:16]#[C:17][CH2:18][N:19]2[CH2:24][CH2:23][O:22][CH2:21][C:20]2([CH3:26])[CH3:25])[CH2:11]1 |f:4.5.6.7|. Procedure details: A solution of 4N hydrogen chloride in ethyl acetate was added to a solution of (2R)-1-tert-butoxycarbonyl-2-(3,4-dimethylbenzyl)-4-[4-(3,3-dimethylmorpholino)-2-butynyl]piperazine (40.0 g) in ethanol (120 ml) at room temperature and the whole was stirred for 12 hours. The reaction mixture was concentrated under reduced pressure and the residue was partitioned between ethyl acetate (500 ml) and potassium carbonate solution. The organic layer was separated and the aqueous layer was extracted with ...